This data is from the Open Reaction Database (ORD), a public repository of structured organic reaction records. The task is: describe an organic reaction: reactants, conditions, products, and yield The reactants are [Cl-].[Na+] (sodium chloride), CN1C(=CC=C1)C=O (1-methyl-2-pyrrolecarboxaldehyde), CC1(OC(=CC1=O)C)C (2,2,5-trimethyl-3(2H)-furanone), [OH-].[Na+] (sodium hydroxide). The solvent is C(C)O (ethanol). Run at temperature 70 celsius. Yields the product CC1(OC(=CC1=O)C=CC=1N(C=CC1)C)C (2,2-Dimethyl-5-[2-(1-methyl-2-pyrrolyl)ethenyl]-3(2H)-furanone). Isolated yield 64.6%. RXN SMILES: [CH3:1][N:2]1[CH:6]=[CH:5][CH:4]=[C:3]1[CH:7]=O.[CH3:9][C:10]1([CH3:17])[C:14](=[O:15])[CH:13]=[C:12]([CH3:16])[O:11]1.[OH-].[Na+].[Cl-].[Na+]>C(O)C>[CH3:9][C:10]1([CH3:17])[C:14](=[O:15])[CH:13]=[C:12]([CH:16]=[CH:7][C:3]2[N:2]([CH3:1])[CH:6]=[CH:5][CH:4]=2)[O:11]1 |f:2.3,4.5|. Procedure details: To a solution of 1-methyl-2-pyrrolecarboxaldehyde (1.4 g, 12.7 mM) and 2,2,5-trimethyl-3(2H)-furanone (2.0 g, 15.9 mM) in ethanol (100 mL), was added 1N aqueous sodium hydroxide (1.6 mL, 1.6 mM). The reaction solution was heated at 70° C. for 48 hours. After the reaction solution was cooled to 0° C., saturated aqueous sodium chloride (400 mL) was added. The aqueous layer was extracted with ethyl acetate (3×100 mL). The combined ethyl acetate extracts were washed with saturated aqueous sodium chl... Starting materials: C(C1=CC=CC=C1)[C@H](C(=O)O)CC[C@@H](C(=O)N[C@@H]1C(N2[C@@H](SCC1)CCC[C@H]2C(=O)OC)=O)CC2=CC=CC=C2 ((2R,5R)-2,5-Dibenzyl-6-((4S,7S,10aS)-7-(methoxycarbonyl)-5-oxooctahydro-2H-pyrido[2,1-b][1,3]thiazepin-4-ylamino)-6-oxohexanoic acid), Cl.N[C@@H]1C(N2[C@@H](SC1(C)C)CCC2)=O ((3R,8aS)-3-Amino-2,2-dimethyltetrahydro-2H-pyrrolo[2,1-b][1,3]thiazin-4(3H)-one mono hydrochloride salt). Product: C(C1=CC=CC=C1)[C@H](C(=O)N[C@@H]1C(N2[C@@H](SCC1)CCC[C@H]2C(=O)OC)=O)CC[C@@H](C(=O)N[C@@H]2C(N1[C@@H](SC2(C)C)CCC1)=O)CC1=CC=CC=C1 ((4S,7S,10aS)-Methyl 4-((2R,5R)-2,5-dibenzyl-6-((3R,8aS)-2,2-dimethyl-4-oxohexahydro-2H-pyrrolo[2,1-b][1,3]thiazin-3-ylamino)-6-oxohexanamido)-5-oxooctahydro-2H-pyrido[2,1-b][1,3]thiazepine-7-carboxylate), solid. Isolated yield 72.0%. As a reaction SMILES: [CH2:1]([C@@H:8]([CH2:12][CH2:13][C@H:14]([CH2:34][C:35]1[CH:40]=[CH:39][CH:38]=[CH:37][CH:36]=1)[C:15]([NH:17][C@H:18]1[CH2:24][CH2:23][S:22][C@H:21]2[CH2:25][CH2:26][CH2:27][C@@H:28]([C:29]([O:31][CH3:32])=[O:30])[N:20]2[C:19]1=[O:33])=[O:16])[C:9](O)=[O:10])[C:2]1[CH:7]=[CH:6][CH:5]=[CH:4][CH:3]=1.Cl.[NH2:42][C@H:43]1[C:48]([CH3:50])([CH3:49])[S:47][C@H:46]2[CH2:51][CH2:52][CH2:53][N:45]2[C:44]1=[O:54]>>[CH2:34]([C@@H:14]([CH2:13][CH2:12][C@H:8]([CH2:1][C:2]1[CH:7]=[CH:6][CH:5]=[CH:4][CH:3]=1)[C:9]([NH:42][C@H:43]1[C:48]([CH3:49])([CH3:50])[S:47][C@H:46]2[CH2:51][CH2:52][CH2:53][N:45]2[C:44]1=[O:54])=[O:10])[C:15]([NH:17][C@H:18]1[CH2:24][CH2:23][S:22][C@H:21]2[CH2:25][CH2:26][CH2:27][C@@H:28]([C:29]([O:31][CH3:32])=[O:30])[N:20]2[C:19]1=[O:33])=[O:16])[C:35]1[CH:40]=[CH:39][CH:38]=[CH:37][CH:36]=1 |f:1.2|. Procedure: (4S,7S,10aS)-Methyl 4-((2R,5R)-2,5-dibenzyl-6-((3R,8aS)-2,2-dimethyl-4-oxohexahydro-2H-pyrrolo[2,1-b][1,3]thiazin-3-ylamino)-6-oxohexanamido)-5-oxooctahydro-2H-pyrido[2,1-b][1,3]thiazepine-7-carboxylate was synthesized as described in General Procedure H using Intermediate 23 (15 mg, 0.026 mmol) and Intermediate 29 (8.0 mg, 0.040 mmol) to give a white solid (15 mg, 72% yield). Anal. Calcd. for C40H52N4O6S2 m/z 748.4. found: 749.3 (M+H)+; 1H NMR (500 MHz, CD3OD) δ ppm 8.14 (d, J=7.70 Hz, 1H), 7.9... Starting materials: CCOC(=O)CC1CCc2c1[nH]c1ccc(OCc3ccc(CC4CCCCC4)c(C(F)(F)F)c3)cc21, [Li+], C1COCCO1, [OH-]. The product is O=C(O)CC1CCc2c1[nH]c1ccc(OCc3ccc(CC4CCCCC4)c(C(F)(F)F)c3)cc21. As a reaction SMILES: [CH:1]1([CH2:7][c:8]2[c:9]([C:34]([F:35])([F:36])[F:37])[cH:10][c:11]([CH2:12][O:13][c:14]3[cH:15][c:16]4[c:17]5[c:18]([nH:19][c:20]4[cH:21][cH:22]3)[CH:23]([CH2:26][C:27](=[O:28])[O:29][CH2:30][CH3:31])[CH2:24][CH2:25]5)[cH:32][cH:33]2)[CH2:2][CH2:3][CH2:4][CH2:5][CH2:6]1.[Li+:39].[O:40]1[CH2:41][CH2:42][O:43][CH2:44][CH2:45]1.[OH-:38]>>[CH:1]1([CH2:7][c:8]2[c:9]([C:34]([F:35])([F:36])[F:37])[cH:10][c:11]([CH2:12][O:13][c:14]3[cH:15][c:16]4[c:17]5[c:18]([nH:19][c:20]4[cH:21][cH:22]3)[CH:23]([CH2:26][C:27](=[O:28])[OH:29])[CH2:24][CH2:25]5)[cH:32][cH:33]2)[CH2:2][CH2:3][CH2:4][CH2:5][CH2:6]1. Reactants: ClCCl, O=C(OO)c1cccc(Cl)c1, N#CC1=C(c2ccccc2)Nc2ccccc2S1. Product: N#CC1=C(c2ccccc2)Nc2ccccc2S1=O. As a reaction SMILES: [Cl:30][CH2:31][Cl:32].[OH:19][O:20][C:21]([c:22]1[cH:23][c:24]([Cl:25])[cH:26][cH:27][cH:28]1)=[O:29].[c:1]1([C:7]2=[C:8]([C:17]#[N:18])[S:9][c:10]3[c:11]([cH:13][cH:14][cH:15][cH:16]3)[NH:12]2)[cH:2][cH:3][cH:4][cH:5][cH:6]1>>[c:1]1([C:7]2=[C:8]([C:17]#[N:18])[S:9](=[O:19])[c:10]3[c:11]([cH:13][cH:14][cH:15][cH:16]3)[NH:12]2)[cH:2][cH:3][cH:4][cH:5][cH:6]1. Starting materials: C(C)(=O)Cl (acetylchloride), NC1=NC=CC=C1 (2-amino-pyridine), C1(CCCCC1)[N+]#[C-] (cyclohexylisonitrile), N1=C(C=CC=C1)C=O (pyridine-2-carbaldehyde). Run in Cl(=O)(=O)(=O)O (perchloric acid). The product is [Cl-].C(C)(=O)[N+]=1C(=C(N2C1C=CC=C2)NC2CCCCC2)C2=NC=CC=C2 (1-acetyl-3-cyclohexylamino-2-pyridin-2-yl-imidazo[1,2-a]pyridin-1-ium chloride). As a reaction SMILES: [NH2:1][C:2]1[CH:7]=[CH:6][CH:5]=[CH:4][N:3]=1.[CH:8]1([N+:14]#[C-:15])[CH2:13][CH2:12][CH2:11][CH2:10][CH2:9]1.[N:16]1[CH:21]=[CH:20][CH:19]=[CH:18][C:17]=1[CH:22]=O.[C:24]([Cl:27])(=[O:26])[CH3:25]>Cl(O)(=O)(=O)=O>[Cl-:27].[C:24]([N+:1]1[C:22]([C:17]2[CH:18]=[CH:19][CH:20]=[CH:21][N:16]=2)=[C:15]([NH:14][CH:8]2[CH2:13][CH2:12][CH2:11][CH2:10][CH2:9]2)[N:3]2[CH:4]=[CH:5][CH:6]=[CH:7][C:2]=12)(=[O:26])[CH3:25] |f:5.6|. Procedure: Example 15 was carried out in accordance with the general directions for synthesis in process step a) from 1.0 ml (0.1 mmol) 2-amino-pyridine (0.1 M, DCM), 0.575 ml (0.115 mmol) cyclohexylisonitrile solution (0.2 M, DCM), 0.500 ml (0.15 mmol) pyridine-2-carbaldehyde solution (0.3 M, DCM) and 10 μl perchloric acid (w=20%) and in process step c) and d) by reacting the resultant reaction product with 0.4 mmol acetylchloride. Reactants: C(C)OC1=C(C=C(C(=O)OCC)C=C1)C (ethyl 4-ethoxy-3-methyl-benzoate), [OH-].[Na+] (NaOH), Cl (HCl). The solvent is O (water), CO (methanol). Conditions: temperature 0 celsius. Product: C(C)OC1=C(C=C(C(=O)O)C=C1)C (4-ethoxy-3-methyl-benzoic acid). Yield: 64.0%. RXN SMILES: [CH2:1]([O:3][C:4]1[CH:14]=[CH:13][C:7]([C:8]([O:10]CC)=[O:9])=[CH:6][C:5]=1[CH3:15])[CH3:2].[OH-].[Na+].Cl>O.CO>[CH2:1]([O:3][C:4]1[CH:14]=[CH:13][C:7]([C:8]([OH:10])=[O:9])=[CH:6][C:5]=1[CH3:15])[CH3:2] |f:1.2|. Procedure: The crude ethyl 4-ethoxy-3-methyl-benzoate was suspended in a solution of NaOH (10.5 g, 263 mmol) in water (50 mL) and methanol (25 mL). The reaction mixture was refluxed for 1 h. The reaction mixture was cooled to 0° C., acidified with 12 M HCl (24.7 mL, 296 mmol) and the resulting solid filtered. The solid was slurried with acetonitrile and filtered to provide 4-ethoxy-3-methyl-benzoic acid (760 mg, 4.22 mmol, 64%) as a light pink solid. ESI-MS m/z calc. 180.07864. found 181.3 (M+1)+; Retentio... Reactants: C(C1=CC=CC=C1)OC1=CC=C2C(=CC=NC2=C1)OC1=CC=C(C=C1)[N+](=O)[O-] (7-(benzyloxy)-4-(4-nitrophenoxy)quinoline), Cl (hydrochloric acid). Solvent: O1CCOCC1 (1,4-dioxane). Reaction conditions: temperature 100 celsius, time 9 hour. Product: [N+](=O)([O-])C1=CC=C(OC2=CC=NC3=CC(=CC=C23)O)C=C1 (4-(4-nitrophenoxy)quinolin-7-ol). As a reaction SMILES: C([O:8][C:9]1[CH:18]=[C:17]2[C:12]([C:13]([O:19][C:20]3[CH:25]=[CH:24][C:23]([N+:26]([O-:28])=[O:27])=[CH:22][CH:21]=3)=[CH:14][CH:15]=[N:16]2)=[CH:11][CH:10]=1)C1C=CC=CC=1.Cl>O1CCOCC1>[N+:26]([C:23]1[CH:24]=[CH:25][C:20]([O:19][C:13]2[C:12]3[C:17](=[CH:18][C:9]([OH:8])=[CH:10][CH:11]=3)[N:16]=[CH:15][CH:14]=2)=[CH:21][CH:22]=1)([O-:28])=[O:27]. Reported procedure: To a mixture of 7-(benzyloxy)-4-(4-nitrophenoxy)quinoline (10.85 g, 29.14 mmol) and 1,4-dioxane (38 mL) was added concentrated hydrochloric acid (38 mL). The reaction was stirred in an oil bath at 100° C. for 9 hours, monitored by TLC and LC-MS. After the complete consumption of 7-(benzyloxy)-4-(4-nitrophenoxy)quinoline, the mixture was cooled to room temperature. The solid was collected and stirred in 95% EtOH (30 mL) for 2 hours. The title compound was collected by filtration as a beige solid ...